Task: describe an organic reaction: reactants, conditions, products, and yield. Dataset: the Open Reaction Database (ORD), a public repository of structured organic reaction records Starting materials: O=C(O)c1ccc(C2CC2)c(OCC2CC2)n1, Cl, NC(=O)C(N)c1ccccc1. Yields the product NC(=O)C(NC(=O)c1ccc(C2CC2)c(OCC2CC2)n1)c1ccccc1. Reaction SMILES: [CH:1]1([c:4]2[cH:5][cH:6][c:7]([C:15](=[O:16])[OH:17])[n:8][c:9]2[O:10][CH2:11][CH:12]2[CH2:13][CH2:14]2)[CH2:2][CH2:3]1.[ClH:18].[NH2:19][CH:20]([C:21](=[O:22])[NH2:23])[c:24]1[cH:25][cH:26][cH:27][cH:28][cH:29]1>>[CH:1]1([c:4]2[cH:5][cH:6][c:7]([C:15](=[O:17])[NH:19][CH:20]([C:21](=[O:22])[NH2:23])[c:24]3[cH:25][cH:26][cH:27][cH:28][cH:29]3)[n:8][c:9]2[O:10][CH2:11][CH:12]2[CH2:13][CH2:14]2)[CH2:2][CH2:3]1. Starting materials: [H-].[Na+] (sodium hydride), C(C)(C)(C)N(NC(C1=CC=CC=C1)=O)C(C1=CC(=CC(=C1)C)C)=O (N'-t-butyl-N-benzoyl-N'-(3,5-dimethylbenzoyl)hydrazine), C(C#C)Br (propargyl bromide). Solvent: C(C)(=O)OCC (ethyl acetate), CN(C=O)C (dimethylformamide). Reaction conditions: time 15 minute. Product: C(C#C)N(N(C(C1=CC(=CC(=C1)C)C)=O)C(C)(C)C)C(C1=CC=CC=C1)=O (N-(2-propynyl)-N'-t-butyl-N-benzoyl-N'-(3,5-dimethylbenzoyl)hydrazine). Procedure details: To a stirred suspension of N'-t-butyl-N-benzoyl-N'-(3,5-dimethylbenzoyl)hydrazine (1.5 g) in dimethylformamide (DMF) (20 ml) was added sodium hydride (200 mg of 60% oil dispersion) portionwise. After 15 min., propargyl bromide (0.6 g) was added to the reaction mixture dropwise and the reaction stirred for 1 hour. The reaction mixture was diluted with ethyl acetate (50 ml) and washed with water (5×20 ml). The organic layer was then dried over magnesium sulfate and the solvent removed under vacuum... As a reaction SMILES: [C:1]([N:5]([C:15](=[O:24])[C:16]1[CH:21]=[C:20]([CH3:22])[CH:19]=[C:18]([CH3:23])[CH:17]=1)[NH:6][C:7](=[O:14])[C:8]1[CH:13]=[CH:12][CH:11]=[CH:10][CH:9]=1)([CH3:4])([CH3:3])[CH3:2].[H-].[Na+].[CH2:27](Br)[C:28]#[CH:29]>CN(C)C=O.C(OCC)(=O)C>[CH2:29]([N:6]([C:7](=[O:14])[C:8]1[CH:13]=[CH:12][CH:11]=[CH:10][CH:9]=1)[N:5]([C:1]([CH3:4])([CH3:3])[CH3:2])[C:15](=[O:24])[C:16]1[CH:17]=[C:18]([CH3:23])[CH:19]=[C:20]([CH3:22])[CH:21]=1)[C:28]#[CH:27] |f:1.2|. Yield: 70.0%. Reactants: BrC1=CC=C(C=C1)[C@H](C)N1C(O[C@@](CC1)(CCO)C1=CC=C(C=C1)F)=O ((S)-3-((S)-1-(4-bromophenyl)ethyl)-6-(4-fluorophenyl)-6-(2-hydroxyethyl)-1,3-oxazinan-2-one), FCCN (2-fluoroethylamine). Product: BrC1=CC=C(C=C1)[C@H](C)N1C(O[C@](CC1)(C1=CC=C(C=C1)F)CCNCCF)=O ((R)-3-((S)-1-(4-bromophenyl)ethyl)-6-(2-(2-fluoroethylamino)ethyl)-6-(4-fluorophenyl)-1,3-oxazinan-2-one). As a reaction SMILES: [Br:1][C:2]1[CH:7]=[CH:6][C:5]([C@@H:8]([N:10]2[CH2:15][CH2:14][C@@:13]([C:19]3[CH:24]=[CH:23][C:22]([F:25])=[CH:21][CH:20]=3)([CH2:16][CH2:17]O)[O:12][C:11]2=[O:26])[CH3:9])=[CH:4][CH:3]=1.[F:27][CH2:28][CH2:29][NH2:30]>>[Br:1][C:2]1[CH:7]=[CH:6][C:5]([C@@H:8]([N:10]2[CH2:15][CH2:14][C@:13]([CH2:16][CH2:17][NH:30][CH2:29][CH2:28][F:27])([C:19]3[CH:20]=[CH:21][C:22]([F:25])=[CH:23][CH:24]=3)[O:12][C:11]2=[O:26])[CH3:9])=[CH:4][CH:3]=1. Reported procedure: The title compound was prepared from (S)-3-((S)-1-(4-bromophenyl)ethyl)-6-(4-fluorophenyl)-6-(2-hydroxyethyl)-1,3-oxazinan-2-one and 2-fluoroethylamine following procedures analogous to those described in Example 178. LC-MS Method 2 tR=1.1 min, m/z=489; 1H NMR (CDCl3) 1.50 (d, 3H), 1.97-2.38 (m, 7H), 2.41-2.56 (m, 1H), 2.79-2.98 (m, 3H), 4.45 (m, 1H), 4.54 (m, 1H), 5.61 (m, 1H), 6.80 (d, 2H), 7.03-7.14 (t, 2H), 7.21-7.31 (m, 6H). The reactants are BrCc1ccccc1, O=C([O-])[O-], CN(C)C=O, CCOC(C)=O, [K+], [K+], O=C1CCC(C(=O)O)N1. The product is O=C1CCC(C(=O)OCc2ccccc2)N1. As a reaction SMILES: [Br:16][CH2:17][c:18]1[cH:19][cH:20][cH:21][cH:22][cH:23]1.[C:10](=[O:11])([O-:12])[O-:13].[CH3:24][N:25]([CH3:26])[CH:27]=[O:28].[CH3:29][CH2:30][O:31][C:32](=[O:33])[CH3:34].[K+:14].[K+:15].[NH:1]1[CH:2]([C:7](=[O:8])[OH:9])[CH2:3][CH2:4][C:5]1=[O:6]>>[NH:1]1[CH:2]([C:7]([O:8][CH2:17][c:18]2[cH:19][cH:20][cH:21][cH:22][cH:23]2)=[O:9])[CH2:3][CH2:4][C:5]1=[O:6]. The reactants are CC(=O)Nc1ccc2c(c1)NC(=O)C2CC(C)C, CC(=O)OC(C)=O, O=[N+]([O-])O. The product is CC(=O)Nc1cc2c(cc1[N+](=O)[O-])C(CC(C)C)C(=O)N2. Reaction SMILES: [C:1]([CH3:2])(=[O:3])[NH:4][c:5]1[cH:6][cH:7][c:8]2[c:12]([cH:13]1)[NH:11][C:10](=[O:14])[CH:9]2[CH2:15][CH:16]([CH3:17])[CH3:18].[CH3:23][C:24]([O:25][C:26](=[O:27])[CH3:28])=[O:29].[OH:19][N+:20]([O-:21])=[O:22]>>[C:1]([CH3:2])(=[O:3])[NH:4][c:5]1[c:6]([N+:20](=[O:19])[O-:21])[cH:7][c:8]2[c:12]([cH:13]1)[NH:11][C:10](=[O:14])[CH:9]2[CH2:15][CH:16]([CH3:17])[CH3:18]. Reactants: C(C=C(C)C)OC=1C=C(C(=O)O)C=CC1OCC=C(C)C (3,4-diprenyloxybenzoic acid), NCC1N(CCC1)CC (2-aminomethyl-1-ethylpyrrolidine). Product: C(C)N1C(CCC1)CNC(C1=CC(=C(C=C1)OCC=C(C)C)OCC=C(C)C)=O (1-ethyl-2-(3,4-diprenyloxybenzoylaminomethyl)pyrrolidine). Isolated yield 55.0%. RXN SMILES: [CH2:1]([O:6][C:7]1[CH:8]=[C:9]([CH:13]=[CH:14][C:15]=1[O:16][CH2:17][CH:18]=[C:19]([CH3:21])[CH3:20])[C:10]([OH:12])=O)[CH:2]=[C:3]([CH3:5])[CH3:4].[NH2:22][CH2:23][CH:24]1[CH2:28][CH2:27][CH2:26][N:25]1[CH2:29][CH3:30]>>[CH2:29]([N:25]1[CH2:26][CH2:27][CH2:28][CH:24]1[CH2:23][NH:22][C:10](=[O:12])[C:9]1[CH:13]=[CH:14][C:15]([O:16][CH2:17][CH:18]=[C:19]([CH3:21])[CH3:20])=[C:7]([O:6][CH2:1][CH:2]=[C:3]([CH3:4])[CH3:5])[CH:8]=1)[CH3:30]. Procedure details: In a manner identical to Example 15, 3,4-diprenyloxybenzoic acid (1.45 g) was subjected to a condensation reaction with 2-aminomethyl-1-ethylpyrrolidine (0.7 ml), thereby yielding 1.09 g (55%) of the aimed compound. m.p. 80.0-81.5° C. The product is C(=O)C1=CC(=C(OCCCCC(=O)O)C(=C1)C)C (5-(4-Formyl-2,6-dimethylphenoxy)valeric Acid). Procedure details: 2 N aqueous NaOH (30 mL) was added to ethyl 5-(4-formyl-2,6-dimethylphenoxy)valerate (4.0 g, mw 278.4, 14 mmol; prepared as in Example 18) dissolved in methanol (40 mL) and that the solution stirred at 25° C. for 1 hour, at which point TLC (CHCl3-methanol, 99:1) indicated the reaction was complete. Methanol was removed under reduced pressure and the reaction diluted with water (150 mL), washed with ethyl acetate (2×25 mL, discarded), acidified to pH 4 with 6 N aqueous HCl, and extracted with eth... Run in CO (methanol). The reactants are [OH-].[Na+] (NaOH), C(=O)C1=CC(=C(OCCCCC(=O)OCC)C(=C1)C)C (Ethyl 5-(4-formyl-2,6-dimethylphenoxy)valerate), C(Cl)(Cl)Cl.CO (CHCl3 methanol). As a reaction SMILES: [OH-].[Na+].[CH:3]([C:5]1[CH:20]=[C:19]([CH3:21])[C:8]([O:9][CH2:10][CH2:11][CH2:12][CH2:13][C:14]([O:16]CC)=[O:15])=[C:7]([CH3:22])[CH:6]=1)=[O:4].C(Cl)(Cl)Cl.CO>CO>[CH:3]([C:5]1[CH:20]=[C:19]([CH3:21])[C:8]([O:9][CH2:10][CH2:11][CH2:12][CH2:13][C:14]([OH:16])=[O:15])=[C:7]([CH3:22])[CH:6]=1)=[O:4] |f:0.1,3.4|. The yield is 101.9%. Reactants: ClC1=NC=CC(=N1)NC1=C(C=CC(=C1)NC(=O)C1=CC=CC2=C1OC1=C2C=CC=C1)C (2-chloro-4-[5-(4-dibenzofuranylcarbonylamino)-2-methylanilino]pyrimidine), CN(CC(CO)(C)C)C (3-dimethylamino-2,2-dimethylpropanol). Yields the product C1=CC=C(C=2OC3=C(C21)C=CC=C3)C(=O)NC=3C=CC(=C(NC2=NC(=NC=C2)OCC(CN(C)C)(C)C)C3)C (4-[5-(4-Dibenzofuranylcarbonylamino)-2-methylanilino]-2-(3-dimethylamino-2,2-dimethylpropoxy)pyrimidine). RXN SMILES: Cl[C:2]1[N:7]=[C:6]([NH:8][C:9]2[CH:14]=[C:13]([NH:15][C:16]([C:18]3[C:23]4[O:24][C:25]5[CH:30]=[CH:29][CH:28]=[CH:27][C:26]=5[C:22]=4[CH:21]=[CH:20][CH:19]=3)=[O:17])[CH:12]=[CH:11][C:10]=2[CH3:31])[CH:5]=[CH:4][N:3]=1.[CH3:32][N:33]([CH3:40])[CH2:34][C:35]([CH3:39])([CH3:38])[CH2:36][OH:37]>>[CH:21]1[C:22]2[C:26]3[CH:27]=[CH:28][CH:29]=[CH:30][C:25]=3[O:24][C:23]=2[C:18]([C:16]([NH:15][C:13]2[CH:12]=[CH:11][C:10]([CH3:31])=[C:9]([CH:14]=2)[NH:8][C:6]2[CH:5]=[CH:4][N:3]=[C:2]([O:37][CH2:36][C:35]([CH3:39])([CH3:38])[CH2:34][N:33]([CH3:40])[CH3:32])[N:7]=2)=[O:17])=[CH:19][CH:20]=1. Procedure: Using an analogous procedure to that described in Example 8, 2-chloro-4-[5-(4-dibenzofuranylcarbonylamino)-2-methylanilino]pyrimidine was reacted with 3-dimethylamino-2,2-dimethylpropanol. The reaction mixture was evaporated and the residue was purified by column chromatography on silica using increasingly polar mixtures of methylene chloride and methanol as eluent followed by increasingly polar mixtures of methylene chloride and methanol containing 1% aqueous ammonium hydroxide solution. There ...